From a dataset of the Open Reaction Database (ORD), a public repository of structured organic reaction records. describe an organic reaction: reactants, conditions, products, and yield Reactants: [I-].[Na+] (sodium iodide), C([O-])([O-])=O.[Na+].[Na+] (sodium carbonate), ClC=1C=C2C(=CNC2=CC1)CCNC(C1=CC=C(C=C1)CCl)=O (N-(2-(5-chloro-1H-indol-3-yl)ethyl)-4-(chloromethyl)benzamide), C(#N)C1=C(C=CC=C1)B(O)O (2-cyanophenylboronic acid). The reagents and catalysts are C=1C=CC(=CC1)[P](C=2C=CC=CC2)(C=3C=CC=CC3)[Pd]([P](C=4C=CC=CC4)(C=5C=CC=CC5)C=6C=CC=CC6)([P](C=7C=CC=CC7)(C=8C=CC=CC8)C=9C=CC=CC9)[P](C=1C=CC=CC1)(C=1C=CC=CC1)C=1C=CC=CC1 (tetrakis(triphenylphosphine)palladium(0)). The solvent is O (water), C(OC)COC (dimethoxyethane). Product: eluent, ClC=1C=C2C(=CNC2=CC1)CCNC(C1=CC=C(C=C1)CC1=C(C=CC=C1)C#N)=O (N-(2-(5-Chloro-1H-indol-3-yl)ethyl)-4-(2-cyanobenzyl)benzamide). Yield: 58.2%. Reaction SMILES: [Cl:1][C:2]1[CH:3]=[C:4]2[C:8](=[CH:9][CH:10]=1)[NH:7][CH:6]=[C:5]2[CH2:11][CH2:12][NH:13][C:14](=[O:23])[C:15]1[CH:20]=[CH:19][C:18]([CH2:21]Cl)=[CH:17][CH:16]=1.[C:24]([C:26]1[CH:31]=[CH:30][CH:29]=[CH:28][C:27]=1B(O)O)#[N:25].C(=O)([O-])[O-].[Na+].[Na+].[I-].[Na+]>C(COC)OC.O.C1C=CC([P]([Pd]([P](C2C=CC=CC=2)(C2C=CC=CC=2)C2C=CC=CC=2)([P](C2C=CC=CC=2)(C2C=CC=CC=2)C2C=CC=CC=2)[P](C2C=CC=CC=2)(C2C=CC=CC=2)C2C=CC=CC=2)(C2C=CC=CC=2)C2C=CC=CC=2)=CC=1>[Cl:1][C:2]1[CH:3]=[C:4]2[C:8](=[CH:9][CH:10]=1)[NH:7][CH:6]=[C:5]2[CH2:11][CH2:12][NH:13][C:14](=[O:23])[C:15]1[CH:20]=[CH:19][C:18]([CH2:21][C:27]2[CH:28]=[CH:29][CH:30]=[CH:31][C:26]=2[C:24]#[N:25])=[CH:17][CH:16]=1 |f:2.3.4,5.6,^1:53,55,74,93|. Procedure: N-(2-(5-Chloro-1H-indol-3-yl)ethyl)-4-(2-cyanobenzyl)benzamide was prepared according to method B with N-(2-(5-chloro-1H-indol-3-yl)ethyl)-4-(chloromethyl)benzamide (0.075 g; 0.216 mmol), 2-cyanophenylboronic acid (0.034 g; 0.229 mmol), tetrakis(triphenylphosphine)palladium(0) (0.013 g; 0.011 mmol), sodium carbonate (0.046 g; 0.432 mmol), sodium iodide (0.067 g; 0.450 mmol), in dimethoxyethane (3 mL) and water (1 mL), irradiated in a microwave oven at 130° C. for 15 minutes. Flash chromatography... Starting materials: CN(C)c1ccncc1, CN(C)C=O, CC(=O)N1C(=O)Cc2cc(Cl)ccc21, Cl, O=C(Cl)c1cccs1. Yields the product CC(=O)N1C(=O)C(C(=O)c2cccs2)c2cc(Cl)ccc21. RXN SMILES: [CH3:24][N:25]([c:26]1[cH:27][cH:28][n:29][cH:30][cH:31]1)[CH3:32].[CH3:33][N:34]([CH3:35])[CH:36]=[O:37].[Cl:1][c:2]1[cH:3][c:4]2[c:8]([cH:9][cH:10]1)[N:7]([C:11]([CH3:12])=[O:13])[C:6](=[O:14])[CH2:5]2.[ClH:23].[c:15]1([C:20](=[O:21])[Cl:22])[cH:16][cH:17][cH:18][s:19]1>>[Cl:1][c:2]1[cH:3][c:4]2[c:8]([cH:9][cH:10]1)[N:7]([C:11]([CH3:12])=[O:13])[C:6](=[O:14])[CH:5]2[C:20]([c:15]1[cH:16][cH:17][cH:18][s:19]1)=[O:21]. The reagents and catalysts are C=1C=CC(=CC1)[P](C=2C=CC=CC2)(C=3C=CC=CC3)[Pd]([P](C=4C=CC=CC4)(C=5C=CC=CC5)C=6C=CC=CC6)([P](C=7C=CC=CC7)(C=8C=CC=CC8)C=9C=CC=CC9)[P](C=1C=CC=CC1)(C=1C=CC=CC1)C=1C=CC=CC1 (tetrakis(triphenylphosphine)palladium(0)). Product: ClC=1C=C2C(CCOC2=CC1OC1=CC=C(C=C1)C(NCCC1=CC=C(C=C1)C1=C(C=CC=C1)Cl)=O)C(=O)OCC (ethyl 6-chloro-7-(4-(2-(2′-chlorobiphenyl-4-yl)ethylcarbamoyl)phenoxy)chroman-4-carboxylate). Reactants: BrC1=CC=C(CCNC(=O)C2=CC=C(OC3=C(C=C4C(CCOC4=C3)C(=O)OCC)Cl)C=C2)C=C1 (ethyl 7-(4-(4-bromophenethylcarbamoyl)phenoxy)-6-chlorochroman-4-carboxylate), ClC1=C(C=CC=C1)B(O)O (2-chlorophenylboronic acid), [F-].[Cs+] (cesium fluoride). Run at time 1 hour. Isolated yield 59.3%. Reported procedure: To a stirred suspension of ethyl 7-(4-(4-bromophenethylcarbamoyl)phenoxy)-6-chlorochroman-4-carboxylate (0.56 g, 1.0 mmol) and 2-chlorophenylboronic acid (0.17 g, 1.1 mmol) in a mixture of 1,2-dimethoxyethane (4 mL) and methanol (2 mL) was added cesium fluoride (0.30 g, 2.0 mmol), followed by tetrakis(triphenylphosphine)palladium(0) (0.035 g, 0.03 mmol). The resulting mixture was stirred in an oil bath set to 80° C. for 1 hour. The mixture was cooled to ambient temperature and diluted with water... Reaction SMILES: Br[C:2]1[CH:35]=[CH:34][C:5]([CH2:6][CH2:7][NH:8][C:9]([C:11]2[CH:33]=[CH:32][C:14]([O:15][C:16]3[CH:25]=[C:24]4[C:19]([CH:20]([C:26]([O:28][CH2:29][CH3:30])=[O:27])[CH2:21][CH2:22][O:23]4)=[CH:18][C:17]=3[Cl:31])=[CH:13][CH:12]=2)=[O:10])=[CH:4][CH:3]=1.[Cl:36][C:37]1[CH:42]=[CH:41][CH:40]=[CH:39][C:38]=1B(O)O.[F-].[Cs+]>COCCOC.CO.O.C1C=CC([P]([Pd]([P](C2C=CC=CC=2)(C2C=CC=CC=2)C2C=CC=CC=2)([P](C2C=CC=CC=2)(C2C=CC=CC=2)C2C=CC=CC=2)[P](C2C=CC=CC=2)(C2C=CC=CC=2)C2C=CC=CC=2)(C2C=CC=CC=2)C2C=CC=CC=2)=CC=1>[Cl:31][C:17]1[CH:18]=[C:19]2[C:24](=[CH:25][C:16]=1[O:15][C:14]1[CH:32]=[CH:33][C:11]([C:9](=[O:10])[NH:8][CH2:7][CH2:6][C:5]3[CH:34]=[CH:35][C:2]([C:38]4[CH:39]=[CH:40][CH:41]=[CH:42][C:37]=4[Cl:36])=[CH:3][CH:4]=3)=[CH:12][CH:13]=1)[O:23][CH2:22][CH2:21][CH:20]2[C:26]([O:28][CH2:29][CH3:30])=[O:27] |f:2.3,^1:60,62,81,100|. Run in COCCOC (1,2-dimethoxyethane), CO (methanol), O (water). The reactants are C(C)(C)(C)OC(=O)N1C(CCC1)C=1N(C(=CN1)C1=CC=C(C=C1)C1=CC(=NC=C1)OCC1=CC=CC=C1)COCC[Si](C)(C)C (2-[5-[4-(2-Benzyloxy-pyridin-4-yl)-phenyl]-1-(2-trimethylsilanyl-ethoxymethyl)-1H-imidazol-2-yl]-pyrrolidine-1-carboxylic acid tert-butyl ester). The reagents and catalysts are [Pd] (Pd/C). Solvent: C(C)O (ethanol). Conditions: time 1 hour. Yields the product C(C)(C)(C)OC(=O)N1C(CCC1)C=1N(C(=CN1)C1=CC=C(C=C1)C1=CC(NC=C1)=O)COCC[Si](C)(C)C (2-[5-[4-(2-oxo-1,2-dihydro-pyridin-4-yl)-phenyl]-1-(2-trimethylsilanyl-ethoxymethyl)-1H-imidazol-2-yl]-pyrrolidine-1-carboxylic acid tert-butyl ester). Yield: 71.4%. RXN SMILES: [C:1]([O:5][C:6]([N:8]1[CH2:12][CH2:11][CH2:10][CH:9]1[C:13]1[N:14]([CH2:38][O:39][CH2:40][CH2:41][Si:42]([CH3:45])([CH3:44])[CH3:43])[C:15]([C:18]2[CH:23]=[CH:22][C:21]([C:24]3[CH:29]=[CH:28][N:27]=[C:26]([O:30]CC4C=CC=CC=4)[CH:25]=3)=[CH:20][CH:19]=2)=[CH:16][N:17]=1)=[O:7])([CH3:4])([CH3:3])[CH3:2]>C(O)C.[Pd]>[C:1]([O:5][C:6]([N:8]1[CH2:12][CH2:11][CH2:10][CH:9]1[C:13]1[N:14]([CH2:38][O:39][CH2:40][CH2:41][Si:42]([CH3:45])([CH3:44])[CH3:43])[C:15]([C:18]2[CH:23]=[CH:22][C:21]([C:24]3[CH:29]=[CH:28][NH:27][C:26](=[O:30])[CH:25]=3)=[CH:20][CH:19]=2)=[CH:16][N:17]=1)=[O:7])([CH3:4])([CH3:3])[CH3:2]. Procedure details: To a solution of 2-{5-[4-(2-Benzyloxy-pyridin-4-yl)-phenyl]-1H-imidazol-2-yl}-pyrrolidine-1-carboxylic acid tert-butyl ester (0.530 g) in DMF (5.0 mL) at 0° C. was added 60% sodium hydride (0.047 g). After stirring for 5 minutes, 2-(trimethylsilyl)ethoxylmethyl chloride was added and reaction mixture stirred for 2 hours. Saturated ammonium chloride was added and mixture was extracted with ethyl acetate (2×). Organic layer was washed with 5% lithium chloride solution (2×), brine and dried (MgSO4)...